From a dataset of the Open Reaction Database (ORD), a public repository of structured organic reaction records. describe an organic reaction: reactants, conditions, products, and yield The reactants are CC1(O)[C@@H](OCC2=CC=CC=C2)[C@H](OCC2=CC=CC=C2)[C@@H](O1)COCC1=CC=CC=C1 (Methyl 2,3,5-tri-O-benzyl-L-xylofuranose), CC(=O)C (acetone), C(C)(=O)O (acetic acid), [BH4-].[Na+] (sodium borohydride). Run in C(C)O (ethanol). Reaction conditions: temperature 0 celsius, time 2 hour. Yields the product C(C1=CC=CC=C1)O[C@H](CO)[C@H](OCC1=CC=CC=C1)[C@@H](O)COCC1=CC=CC=C1 (2,3,5-tri-O-benzyl-L-xylitol). Isolated yield 86.5%. Reaction SMILES: C[C:2]1([O:23][C@@H:22]([CH2:24][O:25][CH2:26][C:27]2[CH:32]=[CH:31][CH:30]=[CH:29][CH:28]=2)[C@@H:13]([O:14][CH2:15][C:16]2[CH:21]=[CH:20][CH:19]=[CH:18][CH:17]=2)[C@@H:4]1[O:5][CH2:6][C:7]1[CH:12]=[CH:11][CH:10]=[CH:9][CH:8]=1)[OH:3].[BH4-].[Na+].CC(C)=O.C(O)(=O)C>C(O)C>[CH2:6]([O:5][C@@H:4]([C@@H:13]([C@H:22]([CH2:24][O:25][CH2:26][C:27]1[CH:28]=[CH:29][CH:30]=[CH:31][CH:32]=1)[OH:23])[O:14][CH2:15][C:16]1[CH:17]=[CH:18][CH:19]=[CH:20][CH:21]=1)[CH2:2][OH:3])[C:7]1[CH:12]=[CH:11][CH:10]=[CH:9][CH:8]=1 |f:1.2|. Procedure: Methyl 2,3,5-tri-O-benzyl-L-xylofuranose (11.7 g, 27.92 mmol) is dissolved in ethanol (150 mL) and sodium borohydride (0.844 g, 30.5 mmol) was added. The mixture is stirred 2 hours at 0° C. The reaction is treated successively by acetone and acetic acid. The mixture is concentrated under reduced pressure. The residue is taken with water, extracted three times with ethyl acetate. The organic layer is dried over sodium sulfate, filtered and concentrated under reduced pressure to afford an oil. Fla... The reactants are CCOC(=O)CBr, ClCCl, CO, O=C1COc2ccc(OC(F)(F)F)cc2N1, [H-], [Na+], C1CCOC1. Yields the product CCOC(=O)CN1C(=O)COc2ccc(OC(F)(F)F)cc21. Reaction SMILES: [Br:19][CH2:20][C:21](=[O:22])[O:23][CH2:24][CH3:25].[CH2:26]([Cl:27])[Cl:28].[CH3:34][OH:35].[F:1][C:2]([O:3][c:4]1[cH:5][cH:6][c:7]2[c:8]([cH:14]1)[NH:9][C:10](=[O:13])[CH2:11][O:12]2)([F:15])[F:16].[H-:17].[Na+:18].[O:29]1[CH2:30][CH2:31][CH2:32][CH2:33]1>>[F:1][C:2]([O:3][c:4]1[cH:5][cH:6][c:7]2[c:8]([cH:14]1)[N:9]([CH2:20][C:21](=[O:22])[O:23][CH2:24][CH3:25])[C:10](=[O:13])[CH2:11][O:12]2)([F:15])[F:16].